Task: describe an organic reaction: reactants, conditions, products, and yield. Dataset: the Open Reaction Database (ORD), a public repository of structured organic reaction records Starting materials: CNCC=1C=C(C=CC1)OCOCCOC (3-[(methylamino)-methyl]-(2-methoxyethoxy-methoxy)benzene), ClC1=NC2=CC=CC=C2C=C1 (2-chloro-quinoline). Yields the product CN(C1=NC2=CC=CC=C2C=C1)CC=1C=C(C=CC1)O (3-[(N-Methyl-N-quinolin-2-yl-amino)-methyl]-phenol). Reaction SMILES: [CH3:1][NH:2][CH2:3][C:4]1[CH:5]=[C:6]([O:10]COCCOC)[CH:7]=[CH:8][CH:9]=1.Cl[C:18]1[CH:27]=[CH:26][C:25]2[C:20](=[CH:21][CH:22]=[CH:23][CH:24]=2)[N:19]=1>>[CH3:1][N:2]([CH2:3][C:4]1[CH:5]=[C:6]([OH:10])[CH:7]=[CH:8][CH:9]=1)[C:18]1[CH:27]=[CH:26][C:25]2[C:20](=[CH:21][CH:22]=[CH:23][CH:24]=2)[N:19]=1. Reported procedure: MS (ESI) 265 (M+H)+. Prepared from 3-[(methylamino)-methyl]-(2-methoxyethoxy-methoxy)benzene (example 28) and 2-chloro-quinoline. The reactants are BrC1=C(C=CC(=C1C)C)[N+](=O)[O-] (2-bromo-3,4-dimethylnitrobenzene), O.O.Cl[Sn]Cl (SnCl2.2H2O), C(=O)(O)[O-].[Na+] (NaHCO3), O (H2O). Run in CN(C)C=O (DMF). Yields the product BrC1=C(N)C=CC(=C1C)C (2-bromo-3,4-dimethylaniline). As a reaction SMILES: [Br:1][C:2]1[C:7]([CH3:8])=[C:6]([CH3:9])[CH:5]=[CH:4][C:3]=1[N+:10]([O-])=O.O.O.Cl[Sn]Cl.O.C([O-])(O)=O.[Na+]>CN(C=O)C>[Br:1][C:2]1[C:7]([CH3:8])=[C:6]([CH3:9])[CH:5]=[CH:4][C:3]=1[NH2:10] |f:1.2.3,5.6|. Procedure details: To a solution of 2-bromo-3,4-dimethylnitrobenzene (1.0 g, 4.35 mmole) in 10 mL DMF was added SnCl2.2H2O (4.92 g, 21.8 mmole). This solution was stirred overnight at room temperature 50 mL of H2O was added and the pH was adjusted to 8 with the addition of sat. NaHCO3 and extracted with 150 mL of EtOAC. The organic layer was dried over Na2SO4, filtered and evaporated yielding 2-bromo-3,4-dimethylaniline which was used as is in the conversion to 2-bromo-3,4-dimethyliodobenzene in a similar manner t... Reactants: C(C=C)#N (acrylonitrile), aqueous solution, [OH-].[K+] (KOH), C12C(CC(C=C1)C2)C=O (5-norbornene-2-carboxaldehyde). Solvent: C1(=CC=CC=C1)C (toluene). Conditions: time 6 hour. Yields the product C(#N)CCC12C(CC(C=C1)C2)C=O (2-Cyanoethyl-5-norbornene-2-carboxaldehyde). Reaction SMILES: [C:1](#[N:4])[CH:2]=[CH2:3].[OH-].[K+].[CH:7]12[CH2:13][CH:10]([CH:11]=[CH:12]1)[CH2:9][CH:8]2[CH:14]=[O:15]>C1(C)C=CC=CC=1>[C:1]([CH2:2][CH2:3][C:7]12[CH2:13][CH:10]([CH:11]=[CH:12]1)[CH2:9][CH:8]2[CH:14]=[O:15])#[N:4] |f:1.2|. Procedure details: To a solution of acrylonitrile in 50 mL of toluene was added at room temperature 2 mL of 10% aqueous solution of KOH. To this was added 5-norbornene-2-carboxaldehyde (6.1 g, 50 mmol) at ambient temperature within a period of 2 h. The resulting mixture was stirred for 6 h, quenched with 3 N aqueous HCl, extracted with toluene, dried over MgSO4. Solvent and residual starting materials were removed to give the title compound. Reactants: C1CCNCC1, CCO, CS(=O)(=O)c1ccc(C(CC2CCCC2)C(=O)Nc2cnc(C=O)cn2)cc1Cl, O=C(O)c1ccccc1, O=C1CSC(=O)N1. The product is CS(=O)(=O)c1ccc(C(CC2CCCC2)C(=O)Nc2cnc(C=C3SC(=O)NC3=O)cn2)cc1Cl. Reaction SMILES: [CH2:37]1[CH2:38][CH2:39][NH:40][CH2:41][CH2:42]1.[CH3:52][CH2:53][OH:54].[Cl:1][c:2]1[cH:3][c:4]([CH:12]([C:13](=[O:14])[NH:15][c:16]2[n:17][cH:18][c:19]([CH:22]=[O:23])[n:20][cH:21]2)[CH2:24][CH:25]2[CH2:26][CH2:27][CH2:28][CH2:29]2)[cH:5][cH:6][c:7]1[S:8](=[O:9])(=[O:10])[CH3:11].[OH:43][C:44]([c:45]1[cH:46][cH:47][cH:48][cH:49][cH:50]1)=[O:51].[S:30]1[C:31](=[O:36])[NH:32][C:33](=[O:35])[CH2:34]1>>[Cl:1][c:2]1[cH:3][c:4]([CH:12]([C:13](=[O:14])[NH:15][c:16]2[n:17][cH:18][c:19]([CH:22]=[C:34]3[S:30][C:31](=[O:36])[NH:32][C:33]3=[O:35])[n:20][cH:21]2)[CH2:24][CH:25]2[CH2:26][CH2:27][CH2:28][CH2:29]2)[cH:5][cH:6][c:7]1[S:8](=[O:9])(=[O:10])[CH3:11]. Starting materials: Br.NC1=C(C=C(C2=CC=CC=C12)Br)C(=O)OC (methyl 1-amino-4-bromo-2-naphthoate hydrobromide), [OH-].[Na+] (sodium hydroxide), [OH-].[Li+] (lithium hydroxide). Solvent: C1CCOC1 (THF). Reaction conditions: temperature 50 celsius, time 20 hour. Product: Br.NC1=C(C=C(C2=CC=CC=C12)Br)C(=O)OC (Methyl 1-amino-4-bromo-2-naphthoate hydrobromide), NC1=C(C=C(C2=CC=CC=C12)Br)C(=O)O (1-amino-4-bromo-2-naphthoic acid). Reaction SMILES: Br.[NH2:2][C:3]1[C:12]2[C:7](=[CH:8][CH:9]=[CH:10][CH:11]=2)[C:6]([Br:13])=[CH:5][C:4]=1[C:14]([O:16][CH3:17])=[O:15].[OH-].[Na+].[OH-].[Li+]>C1COCC1>[BrH:13].[NH2:2][C:3]1[C:12]2[C:7](=[CH:8][CH:9]=[CH:10][CH:11]=2)[C:6]([Br:13])=[CH:5][C:4]=1[C:14]([O:16][CH3:17])=[O:15].[NH2:2][C:3]1[C:12]2[C:7](=[CH:8][CH:9]=[CH:10][CH:11]=2)[C:6]([Br:13])=[CH:5][C:4]=1[C:14]([OH:16])=[O:15] |f:0.1,2.3,4.5,7.8|. Reported procedure: Methyl 1-amino-4-bromo-2-naphthoate hydrobromide was prepared as described in Example 1. To a solution of methyl 1-amino-4-bromo-2-naphthoate hydrobromide (2.00 g, 5.54 mmol) in 20 mL of THF was added sodium hydroxide (11.1 mL, 20% aqueous, 55.4 mmol). Alternatively, lithium hydroxide could be used. The mixture was stirred at 50° C. for 20 h, then heated at 90° C. for 2 h. The solvent was removed in vacuo and hydrochloric acid (1N aqueous) was added until pH ˜2. The beige solid was collected via... Starting materials: C(=O)NC=1SC=C(N1)C(C(=O)O)=NOC1CCCC1 (2-(2-formamidothiazol-4-yl)-2-cyclopentyloxyiminoacetic acid), P(=O)(Cl)(Cl)Cl (phosphoryl chloride), CN(C=O)C (N,N-dimethylformamide), NC1[C@@H]2N(C(=CCS2)C(=O)O)C1=O (7-amino-3-cephem-4-carboxylic acid). The solvent is CC(=O)C (acetone), O1CCCC1 (tetrahydrofuran). Product: C(=O)NC=1SC=C(N1)C(C(=O)NC1[C@@H]2N(C(=CCS2)C(=O)O)C1=O)=NOC1CCCC1 (7-[2-(2-formamidothiazol-4-yl)-2-cyclopentyloxyiminoacetamido]-3-cephem-4-carboxylic acid). The yield is 71.0%. As a reaction SMILES: [CH:1]([NH:3][C:4]1[S:5][CH:6]=[C:7]([C:9](=[N:13][O:14][CH:15]2[CH2:19][CH2:18][CH2:17][CH2:16]2)[C:10]([OH:12])=O)[N:8]=1)=[O:2].P(Cl)(Cl)(Cl)=O.CN(C)C=O.[NH2:30][CH:31]1[C:41](=[O:42])[N:33]2[C:34]([C:38]([OH:40])=[O:39])=[CH:35][CH2:36][S:37][C@H:32]12>CC(C)=O.O1CCCC1>[CH:1]([NH:3][C:4]1[S:5][CH:6]=[C:7]([C:9](=[N:13][O:14][CH:15]2[CH2:19][CH2:18][CH2:17][CH2:16]2)[C:10]([NH:30][CH:31]2[C:41](=[O:42])[N:33]3[C:34]([C:38]([OH:40])=[O:39])=[CH:35][CH2:36][S:37][C@H:32]23)=[O:12])[N:8]=1)=[O:2]. Procedure: A solution of 2-(2-formamidothiazol-4-yl)-2-cyclopentyloxyiminoacetic acid (syn isomer, 1.5 g.), phosphoryl chloride (974 mg.), N,N-dimethylformamide (464 mg.) and tetrahydrofuran (15 ml.) and a solution of 7-amino-3-cephem-4-carboxylic acid (1.38 g.) in 50% aqueous acetone (14 ml.) were treated in a similar manner to that of Example 15-(1) to give 7-[2-(2-formamidothiazol-4-yl)-2-cyclopentyloxyiminoacetamido]-3-cephem-4-carboxylic acid (syn isomer, 1.75 g.). Starting materials: C(=O)(C(F)(F)F)O (TFA), FC1=C(C(=C(C=C1OC)OC)F)C1=CC2=C(C=N1)C(=NN2)I (6-(2,6-difluoro-3,5-dimethoxyphenyl)-3-iodo-1H-pyrazolo[4,3-c]pyridine), CN1CCN(CC1)C1=NC=C(C=C1)B1OC(C(O1)(C)C)(C)C (1-methyl-4-[5-(4,4,5,5-tetramethyl-1,3,2-dioxaborolan-2-yl)pyridin-2-yl]piperazine). Product: FC1=C(C(=C(C=C1OC)OC)F)C1=CC2=C(C=N1)C(=NN2)C=2C=NC(=CC2)N2CCN(CC2)C (6-(2,6-Difluoro-3,5-dimethoxyphenyl)-3-[6-(4-methylpiperazin-1-yl)pyridin-3-yl]-1H-pyrazolo[4,3-c]pyridine). As a reaction SMILES: C(O)(C(F)(F)F)=O.[F:8][C:9]1[C:14]([O:15][CH3:16])=[CH:13][C:12]([O:17][CH3:18])=[C:11]([F:19])[C:10]=1[C:20]1[N:25]=[CH:24][C:23]2[C:26](I)=[N:27][NH:28][C:22]=2[CH:21]=1.[CH3:30][N:31]1[CH2:36][CH2:35][N:34]([C:37]2[CH:42]=[CH:41][C:40](B3OC(C)(C)C(C)(C)O3)=[CH:39][N:38]=2)[CH2:33][CH2:32]1>>[F:8][C:9]1[C:14]([O:15][CH3:16])=[CH:13][C:12]([O:17][CH3:18])=[C:11]([F:19])[C:10]=1[C:20]1[N:25]=[CH:24][C:23]2[C:26]([C:40]3[CH:39]=[N:38][C:37]([N:34]4[CH2:33][CH2:32][N:31]([CH3:30])[CH2:36][CH2:35]4)=[CH:42][CH:41]=3)=[N:27][NH:28][C:22]=2[CH:21]=1. Procedure: This compound was prepared as TFA salt by using procedures analogous to those described for the synthesis of Example 7, Step 3 starting from 6-(2,6-difluoro-3,5-dimethoxyphenyl)-3-iodo-1H-pyrazolo[4,3-c]pyridine and 1-methyl-4-[5-(4,4,5,5-tetramethyl-1,3,2-dioxaborolan-2-yl)pyridin-2-yl]piperazine. LCMS (M+H)+=467.2. Starting materials: C1(CCCCCCCCCCC1)=NO (cyclododecanone oxime), Cl (hydrochloric acid), Cl (hydrochloric acid), [H-].[Na+] (sodium hydride), CN(CCCCl)C (1-dimethylamino-3-chloropropane), [OH-].[NH4+] (ammonium hydroxide). The solvent is C1(=CC=CC=C1)C (toluene), C1(=CC=CC=C1)C (toluene), solution. Yields the product CN(C)CCCON=C1CCCCCCCCCCC1 (1-(Dimethylamino-propoxyimino)cyclododecane). RXN SMILES: [C:1]1(=[N:13][OH:14])[CH2:12][CH2:11][CH2:10][CH2:9][CH2:8][CH2:7][CH2:6][CH2:5][CH2:4][CH2:3][CH2:2]1.[H-].[Na+].[CH3:17][N:18]([CH3:23])[CH2:19][CH2:20][CH2:21]Cl.Cl.[OH-].[NH4+]>C1(C)C=CC=CC=1>[CH3:17][N:18]([CH2:19][CH2:20][CH2:21][O:14][N:13]=[C:1]1[CH2:12][CH2:11][CH2:10][CH2:9][CH2:8][CH2:7][CH2:6][CH2:5][CH2:4][CH2:3][CH2:2]1)[CH3:23] |f:1.2,5.6|. Procedure details: A solution of 19.73 g. (0.1 moles) of cyclododecanone oxime in 200 ml. of anhydrous toluene is dropwise added at 85° C. under continuous stirring to a suspension of 2.4 g. (0.1 moles) of sodium hydride in 50 ml. of anhydrous toluene, and the mixture is refluxed for 2 hours. Then 13.3 g. (0.11 moles) of 1-dimethylamino-3-chloropropane is added to the reaction mixture. After refluxing for 10 hours the mixture is cooled to room temperature, washed with 100 ml of water and extracted with a 10% solut... Starting materials: Cl.N=1N(N=CC1)C=1C=C(C[C@H]2NCCCC2)C=CC1 ((S)-2-(3-[1,2,3]triazol-2-yl-benzyl)-piperidine hydrochloride), N=1N(N=CC1)C1=C(C(=O)O)C=CC=C1 (2-(2H-1,2,3-triazol-2-yl)benzoic acid). The product is N=1N(N=CC1)C=1C=C(C[C@H]2N(CCCC2)C(=O)C2=C(C=CC=C2)N2N=CC=N2)C=CC1 ([(S)-2-(3-[1,2,3]Triazol-2-yl-benzyl)-piperidin-1-yl]-(2-[1,2,3]triazol-2-yl-phenyl)-methanone). As a reaction SMILES: Cl.[N:2]1[N:3]([C:7]2[CH:8]=[C:9]([CH:17]=[CH:18][CH:19]=2)[CH2:10][C@@H:11]2[CH2:16][CH2:15][CH2:14][CH2:13][NH:12]2)[N:4]=[CH:5][CH:6]=1.[N:20]1[N:21]([C:25]2[CH:33]=[CH:32][CH:31]=[CH:30][C:26]=2[C:27](O)=[O:28])[N:22]=[CH:23][CH:24]=1>>[N:2]1[N:3]([C:7]2[CH:8]=[C:9]([CH:17]=[CH:18][CH:19]=2)[CH2:10][C@@H:11]2[CH2:16][CH2:15][CH2:14][CH2:13][N:12]2[C:27]([C:26]2[CH:30]=[CH:31][CH:32]=[CH:33][C:25]=2[N:21]2[N:22]=[CH:23][CH:24]=[N:20]2)=[O:28])[N:4]=[CH:5][CH:6]=1 |f:0.1|. Reported procedure: The title compound was prepared from (S)-2-(3-[1,2,3]triazol-2-yl-benzyl)-piperidine hydrochloride and 2-(2H-1,2,3-triazol-2-yl)benzoic acid E-2 following the procedure described for B-28. LC-MS D: tR=0.91 min; [M+H]+=414.05.